From a dataset of the Open Reaction Database (ORD), a public repository of structured organic reaction records. describe an organic reaction: reactants, conditions, products, and yield The reactants are [Si](C)(C)(C(C)(C)C)OC(C(F)(F)F)C1=CC(=NC=C1)C(C)=O (1-(4-(1-(tert-butyldimethylsilyloxy)-2,2,2-trifluoroethyl)pyridin-2-yl)ethanone), [F-].C(CCC)[N+](CCCC)(CCCC)CCCC (Tetrabutylammonium fluoride), [Cl-].[NH4+] (ammonium chloride). The solvent is C1CCOC1 (THF). Reaction conditions: time 1 hour. Yields the product FC(C(O)C1=CC(=NC=C1)C(C)=O)(F)F (1-(4-(2,2,2-trifluoro-1-hydroxyethyl)pyridin-2-yl)ethanone). Yield: 96.0%. Reaction SMILES: [Si]([O:8][CH:9]([C:14]1[CH:19]=[CH:18][N:17]=[C:16]([C:20](=[O:22])[CH3:21])[CH:15]=1)[C:10]([F:13])([F:12])[F:11])(C(C)(C)C)(C)C.[F-].C([N+](CCCC)(CCCC)CCCC)CCC.[Cl-].[NH4+]>C1COCC1>[F:13][C:10]([F:11])([F:12])[CH:9]([C:14]1[CH:19]=[CH:18][N:17]=[C:16]([C:20](=[O:22])[CH3:21])[CH:15]=1)[OH:8] |f:1.2,3.4|. Reported procedure: In THF (6 mL) was dissolved 1-(4-(1-(tert-butyldimethylsilyloxy)-2,2,2-trifluoroethyl)pyridin-2-yl)ethanone (645 mg, 1.93 mmol) obtained in Step 3. Tetrabutylammonium fluoride (1.0 mol/L solution in THF, 0.556 mL, 0.556 mmol) was added and the mixture was stirred at room temperature for 1 hour. A saturated aqueous ammonium chloride solution was added to the reaction mixture. Extraction with ethyl acetate and drying over anhydrous magnesium sulfate were performed. After filtration, the solvent in...